This data is from the Open Reaction Database (ORD), a public repository of structured organic reaction records. The task is: describe an organic reaction: reactants, conditions, products, and yield The reactants are C1CCOC1, CP(C)C, CC(C)(CCCI)[N+](=O)[O-], CCC(C)=O. Product: CC(C)(CCC[P+](C)(C)C)[N+](=O)[O-], [I-]. RXN SMILES: [CH2:15]1[O:16][CH2:17][CH2:18][CH2:19]1.[CH3:11][P:12]([CH3:13])[CH3:14].[CH3:1][C:2]([CH2:3][CH2:4][CH2:5][I:6])([CH3:7])[N+:8](=[O:9])[O-:10].[CH3:20][C:21](=[O:22])[CH2:23][CH3:24]>>[CH3:1][C:2]([CH2:3][CH2:4][CH2:5][P+:12]([CH3:11])([CH3:13])[CH3:14])([CH3:7])[N+:8](=[O:9])[O-:10].[I-:6]. As a reaction SMILES: [Br:2][c:3]1[cH:4][c:5]([NH:11][c:12]2[cH:13][cH:14][c:15]([N:18]3[C:19](=[O:31])[CH2:20][N:21]([C:24]([O:25][C:26]([CH3:27])([CH3:28])[CH3:29])=[O:30])[CH2:22][CH2:23]3)[cH:16][n:17]2)[c:6](=[O:10])[n:7]([CH3:9])[cH:8]1.[CH2:32]1[O:33][CH2:34][CH2:35][O:36][CH2:37]1.[ClH:1]>>[Br:2][c:3]1[cH:4][c:5]([NH:11][c:12]2[cH:13][cH:14][c:15]([N:18]3[C:19](=[O:31])[CH2:20][NH:21][CH2:22][CH2:23]3)[cH:16][n:17]2)[c:6](=[O:10])[n:7]([CH3:9])[cH:8]1. Starting materials: Cn1cc(Br)cc(Nc2ccc(N3CCN(C(=O)OC(C)(C)C)CC3=O)cn2)c1=O, C1COCCO1, Cl. The product is Cn1cc(Br)cc(Nc2ccc(N3CCNCC3=O)cn2)c1=O.